Dataset: the Open Reaction Database (ORD), a public repository of structured organic reaction records. Task: describe an organic reaction: reactants, conditions, products, and yield Starting materials: O1[C@@H](C1)COC1=C2C=CNC2=CC=C1 ((S)-(+)-4-(oxiranylmethoxy)-1H-indole), CC=1C=CC=C2C(=CNC12)C=1CCNCC1 (7-methyl-3-(1,2,3,6-tetrahydropyridin-4-yl)-1H-indole), C(C)O (ethanol). The solvent is CS(=O)C (dimethylsulfoxide). The product is CC=1C=CC=C2C(=CNC12)C=1CCN(CC1)C[C@@H](COC1=C2C=CNC2=CC=C1)O ((2S)-(+)-3-[4-(7-methyl-3-indolyl)-1,2,3,6-tetrahydropyridin-1-yl)-1-(4-indolyloxy)-2-propanol). Reaction SMILES: [O:1]1[CH2:3][C@H:2]1[CH2:4][O:5][C:6]1[CH:14]=[CH:13][CH:12]=[C:11]2[C:7]=1[CH:8]=[CH:9][NH:10]2.[CH3:15][C:16]1[CH:17]=[CH:18][CH:19]=[C:20]2[C:24]=1[NH:23][CH:22]=[C:21]2[C:25]1[CH2:26][CH2:27][NH:28][CH2:29][CH:30]=1.C(O)C>CS(C)=O>[CH3:15][C:16]1[CH:17]=[CH:18][CH:19]=[C:20]2[C:24]=1[NH:23][CH:22]=[C:21]2[C:25]1[CH2:26][CH2:27][N:28]([CH2:3][C@H:2]([OH:1])[CH2:4][O:5][C:6]2[CH:14]=[CH:13][CH:12]=[C:11]3[C:7]=2[CH:8]=[CH:9][NH:10]3)[CH2:29][CH:30]=1. Reported procedure: The title compound was prepared in a fashion similar to that described in Example 1 using (S)-(+)-4-(oxiranylmethoxy)-1H-indole (0.389 g, 2.05 mmol) and 7-methyl-3-(1,2,3,6-tetrahydropyridin-4-yl)-1H-indole (0.400 g, 1.87 mmol) using ethanol as reaction solvent. Yield 0.292 g (39%) as an orange foam. mp 155°-158° C. FDMS m/e=401 (M+ of free base). α[D]589 =+5.9 (c=1.05, dimethylsulfoxide).